Dataset: the Open Reaction Database (ORD), a public repository of structured organic reaction records. Task: describe an organic reaction: reactants, conditions, products, and yield Isolated yield 28.0%. RXN SMILES: [CH3:1][S:2]([C:5]1[CH:6]=[C:7]([C:11]2[C:12]3[N:13]([N:17]=[C:18]([NH2:20])[N:19]=3)[CH:14]=[CH:15][CH:16]=2)[CH:8]=[CH:9][CH:10]=1)(=[O:4])=[O:3].Br[C:22]1[CH:35]=[CH:34][C:25]([O:26][CH2:27][CH2:28][N:29]2[CH2:33][CH2:32][CH2:31][CH2:30]2)=[CH:24][CH:23]=1>>[CH3:1][S:2]([C:5]1[CH:6]=[C:7]([C:11]2[C:12]3[N:13]([N:17]=[C:18]([NH:20][C:22]4[CH:35]=[CH:34][CH:25]=[CH:24][CH:23]=4)[N:19]=3)[CH:14]=[CH:15][CH:16]=2)[CH:8]=[CH:9][CH:10]=1)(=[O:3])=[O:4].[CH3:1][S:2]([C:5]1[CH:6]=[C:7]([C:11]2[C:12]3[N:13]([N:17]=[C:18]([NH:20][C:22]4[CH:23]=[CH:24][C:25]([O:26][CH2:27][CH2:28][N:29]5[CH2:30][CH2:31][CH2:32][CH2:33]5)=[CH:34][CH:35]=4)[N:19]=3)[CH:14]=[CH:15][CH:16]=2)[CH:8]=[CH:9][CH:10]=1)(=[O:3])=[O:4].[N:29]1([CH2:28][CH2:27][O:26][C:25]2[CH:34]=[CH:35][C:22]([NH2:13])=[CH:23][CH:24]=2)[CH2:33][CH2:32][CH2:31][CH2:30]1. Yields the product CS(=O)(=O)C=1C=C(C=CC1)C=1C=2N(C=CC1)N=C(N2)NC2=CC=CC=C2 ([8-(3-Methanesulfonyl-phenyl)-[1,2,4]triazolo[1,5-a]pyridin-2-yl]-phenyl-amine), CS(=O)(=O)C=1C=C(C=CC1)C=1C=2N(C=CC1)N=C(N2)NC2=CC=C(C=C2)OCCN2CCCC2 ([8-(3-Methanesulfonyl-phenyl)-[1,2,4]triazolo[1,5-a]pyridin-2-yl]-[4-(2-pyrrolidin-1-yl-ethoxy)-phenyl]-amine), N1(CCCC1)CCOC1=CC=C(C=C1)N ([4-(2-pyrrolidin-1-yl-ethoxy)-phenyl]-amine), foam. Reported procedure: [8-(3-Methanesulfonyl-phenyl)-[1,2,4]triazolo[1,5-a]pyridin-2-yl]-[4-(2-pyrrolidin-1-yl-ethoxy)-phenyl]-amine and [8-(3-Methanesulfonyl-phenyl)-[1,2,4]triazolo[1,5-a]pyridin-2-yl]-phenyl-amine were prepared from 8-(3-methanesulfonyl-phenyl)-[1,2,4]triazolo[1,5-a]pyridin-2-ylamine (100.0 mg, 0.3468 mmol) and 1-[2-(4-bromo-phenoxy)-ethyl]-pyrrolidine (90.0 L, 0.434 mmol) in a manner analogous to Step 2d. The title compound 8-(3-Methanesulfonyl-phenyl)-[1,2,4]triazolo[1,5-a]pyridin-2-yl]-[4-(2-pyrr... The reactants are CS(=O)(=O)C=1C=C(C=CC1)C=1C=2N(C=CC1)N=C(N2)N (8-(3-methanesulfonyl-phenyl)-[1,2,4]triazolo[1,5-a]pyridin-2-ylamine), BrC1=CC=C(OCCN2CCCC2)C=C1 (1-[2-(4-bromo-phenoxy)-ethyl]-pyrrolidine).